From a dataset of the Open Reaction Database (ORD), a public repository of structured organic reaction records. describe an organic reaction: reactants, conditions, products, and yield The reactants are 5(c), CC1=CC=C(C=C1)C(C1=CC=CC=C1)OCCCl (2-[α-(4-methylphenyl)-benzyloxy]ethyl chloride), N1CCNCC1 (piperazine). Product: CC1=CC=C(C=C1)C(C1=CC=CC=C1)OCCN1CCNCC1 (1-{2-[α-(4-Methylphenyl)benzyloxy]ethyl}piperazine). Yield: 65.0%. Reaction SMILES: [CH3:1][C:2]1[CH:7]=[CH:6][C:5]([CH:8]([O:15][CH2:16][CH2:17]Cl)[C:9]2[CH:14]=[CH:13][CH:12]=[CH:11][CH:10]=2)=[CH:4][CH:3]=1.[NH:19]1[CH2:24][CH2:23][NH:22][CH2:21][CH2:20]1>>[CH3:1][C:2]1[CH:7]=[CH:6][C:5]([CH:8]([O:15][CH2:16][CH2:17][N:19]2[CH2:24][CH2:23][NH:22][CH2:21][CH2:20]2)[C:9]2[CH:14]=[CH:13][CH:12]=[CH:11][CH:10]=2)=[CH:4][CH:3]=1. Procedure: Following a procedure similar to that described in Preparation 5(c), but using 2-[α-(4-methylphenyl)-benzyloxy]ethyl chloride and anhydrous piperazine, the title compound was obtained in a yield of 65%. Starting materials: O1C(COC2=C1C=CC=C2)CN (Racemic 2,3-dihydro-1,4-benzdioxin-2-ylmethylamine), C(=O)OCC (ethyl formate). Product: O1C(COC2=C1C=CC=C2)CNC=O (N-(2,3-dihydro-benzo[1,4]dioxin-2-ylmethyl)-formamide). As a reaction SMILES: [O:1]1[C:6]2[CH:7]=[CH:8][CH:9]=[CH:10][C:5]=2[O:4][CH2:3][CH:2]1[CH2:11][NH2:12].[CH:13](OCC)=[O:14]>>[O:1]1[C:6]2[CH:7]=[CH:8][CH:9]=[CH:10][C:5]=2[O:4][CH2:3][CH:2]1[CH2:11][NH:12][CH:13]=[O:14]. Procedure: Racemic 2,3-dihydro-1,4-benzdioxin-2-ylmethylamine (825 mg, 5 mmol) was dissolved in ethyl formate (15 mL), refluxed for 30 min and evaporated in vacuo to yield N-(2,3-dihydro-benzo[1,4]dioxin-2-ylmethyl)-formamide as an oil. Reactants: [Cl-].[Al+3].[Li+].[Cl-].[Cl-].[Cl-] (lithium aluminium chloride), ClC1=CC=C(OCCC#N)C=C1 (3-(4-chlorophenoxy)propionitrile), [OH-].[Na+] (sodium hydroxide), [Cl-].[Al+3].[Cl-].[Cl-] (aluminium chloride). The solvent is CCOCC (ether), O (Water), CCOCC (ether), CCOCC (ether). Conditions: time 0.75 hour. The product is ClC1=CC=C(OCCCN)C=C1 (3-(4-chlorophenoxy)propylamine). The yield is 183.4%. RXN SMILES: [Cl-].[Al+3].[Cl-].[Cl-].[Cl-].[Al+3].[Li+].[Cl-].[Cl-].[Cl-].[Cl:11][C:12]1[CH:22]=[CH:21][C:15]([O:16][CH2:17][CH2:18][C:19]#[N:20])=[CH:14][CH:13]=1.[OH-].[Na+]>CCOCC.O>[Cl:11][C:12]1[CH:22]=[CH:21][C:15]([O:16][CH2:17][CH2:18][CH2:19][NH2:20])=[CH:14][CH:13]=1 |f:0.1.2.3,4.5.6.7.8.9,11.12|. Procedure: A suspension of aluminium chloride (7.95 g) in ether (25 ml) was added to a stirred suspension of lithium aluminium chloride (2.02 g) in ether (45 ml). A solution of 3-(4-chlorophenoxy)propionitrile (10. 4 g) in ether (75 ml) was then added to the stirred suspension in a dropwise fashion over a period of 0.5 hours. The reaction mixture was allowed to reflux during the addition and was stirred for a further 0.75 hours after the addition was complete. Water (20 ml) was slowly added to the cooled r... Starting materials: [H-].[Li+] (lithium hydride), CC(C)(OC(CSC1=C(C=CC=C1)C(C(=O)OC)CC)=O)C ([2-(1,1-dimethylethoxy)-2-oxoethyl]thio-alpha-ethyl-benzeneacetic acid, methyl ester), ice, C(CC)S (1-propanethiol). Solvent: CN(P(=O)(N(C)C)N(C)C)C (hexamethylphosphoramide), CN(P(=O)(N(C)C)N(C)C)C (hexamethylphosphoramide). Reaction conditions: time 1.5 hour. The product is CC(C)(OC(CSC1=C(C=CC=C1)C(C(=O)O)CC)=O)C ([2-(1,1-Dimethylethoxy)-2-oxoethyl]thio-alpha-ethyl-benzeneacetic acid). As a reaction SMILES: [H-].[Li+].C(S)CC.[CH3:7][C:8]([CH3:28])([O:10][C:11](=[O:27])[CH2:12][S:13][C:14]1[CH:19]=[CH:18][CH:17]=[CH:16][C:15]=1[CH:20]([CH2:25][CH3:26])[C:21]([O:23]C)=[O:22])[CH3:9]>CN(C)P(N(C)C)(N(C)C)=O>[CH3:28][C:8]([CH3:9])([O:10][C:11](=[O:27])[CH2:12][S:13][C:14]1[CH:19]=[CH:18][CH:17]=[CH:16][C:15]=1[CH:20]([CH2:25][CH3:26])[C:21]([OH:23])=[O:22])[CH3:7] |f:0.1|. Procedure details: Suspend lithium hydride (1.01 g, 126.4 mmol) in hexamethylphosphoramide (50 mL) and treat with 1-propanethiol (11.5 mL, 126.4 mmol). Stir for 1.5 hours and add to a solution of 4-[[2-(1,1-dimethylethoxy)-2-oxoethyl]thio-alpha-ethyl-benzeneacetic acid, methyl ester (5.85 g, 18.06 mmol) in hexamethylphosphoramide (50 mL) under a nitrogen atmosphere. Stir for 20 hours and pour into ice cold 5% hydrochloric acid (500 mL). Extract into ethyl ether (4×300 mL), wash with water (500 mL) and dry (MgSO4).... Reactants: CC(C)(C)OC(=O)NCC1CCC(C#N)CC1, ClCCl, O=C(O)C(F)(F)F. The product is N#CC1CCC(CN)CC1. Reaction SMILES: [C:1](#[N:2])[CH:3]1[CH2:4][CH2:5][CH:6]([CH2:9][NH:10][C:11](=[O:12])[O:13][C:14]([CH3:15])([CH3:16])[CH3:17])[CH2:7][CH2:8]1.[Cl:25][CH2:26][Cl:27].[OH:18][C:19]([C:20]([F:21])([F:22])[F:23])=[O:24]>>[C:1](#[N:2])[CH:3]1[CH2:4][CH2:5][CH:6]([CH2:9][NH2:10])[CH2:7][CH2:8]1. Reactants: CCN(C(C)C)C(C)C, COC(=O)Cl, ClCCl, Nc1ccc(N2CCOCC2=O)cc1. Product: COC(=O)Nc1ccc(N2CCOCC2=O)cc1. As a reaction SMILES: [CH:1]([N:2]([CH2:3][CH3:4])[CH:5]([CH3:6])[CH3:7])([CH3:8])[CH3:9].[Cl:24][C:25](=[O:26])[O:27][CH3:28].[Cl:29][CH2:30][Cl:31].[NH2:10][c:11]1[cH:12][cH:13][c:14]([N:17]2[C:18](=[O:23])[CH2:19][O:20][CH2:21][CH2:22]2)[cH:15][cH:16]1>>[NH:10]([c:11]1[cH:12][cH:13][c:14]([N:17]2[C:18](=[O:23])[CH2:19][O:20][CH2:21][CH2:22]2)[cH:15][cH:16]1)[C:25](=[O:26])[O:27][CH3:28]. Starting materials: CO (methanol), C(=O)C=1C(NC(NC1)=O)=O (5-formyluracil), ICC (iodoethane), [H-].[Na+] (sodium hydride). Solvent: CN(C=O)C (dimethylformamide). Run at temperature -40 celsius, time 30 minute. Product: C(C)N1C(NC(C(=C1)C=O)=O)=O (1-Ethyl-2,4-dioxo-1,2,3,4-tetrahydropyrimidine-5-carbaldehyde). The yield is 24.8%. RXN SMILES: [CH:1]([C:3]1[C:4](=[O:10])[NH:5][C:6](=[O:9])[NH:7][CH:8]=1)=[O:2].[H-].[Na+].I[CH2:14][CH3:15].CO>CN(C)C=O>[CH2:14]([N:7]1[CH:8]=[C:3]([CH:1]=[O:2])[C:4](=[O:10])[NH:5][C:6]1=[O:9])[CH3:15] |f:1.2|. Reported procedure: A suspension of 5-formyluracil (0.84 g, 6.0 mmol) in anhydrous dimethylformamide (12 mL) under a nitrogen atmosphere was cooled to −40° C. The reaction mixture was treated with sodium hydride (60% mineral oil dispersion, 0.26 g, 6.6 mmol), stirred 30 min., then treated with iodoethane (0.53 mL, 6.6 mmol). The mixture warmed to 20° C. over 3 h., then was brought to 40° C. for 48 h. At this time the reaction mixture was cooled to room temperature, treated with methanol (5 mL) and evaporated to dry...